This data is from the Open Reaction Database (ORD), a public repository of structured organic reaction records. The task is: describe an organic reaction: reactants, conditions, products, and yield The product is CN(C)c1ncnc(N2CCNCC2)n1. Starting materials: CN(C)c1ncnc(N2CCN(C(=O)OC(C)(C)C)CC2)n1, ClCCl, [Na+], [OH-], O=C(O)C(F)(F)F. Reaction SMILES: [C:1]([O:2][C:3](=[O:4])[N:8]1[CH2:9][CH2:10][N:11]([c:14]2[n:15][cH:16][n:17][c:18]([N:20]([CH3:21])[CH3:22])[n:19]2)[CH2:12][CH2:13]1)([CH3:5])([CH3:6])[CH3:7].[Cl:32][CH2:33][Cl:34].[Na+:31].[OH-:30].[OH:23][C:24]([C:25]([F:26])([F:27])[F:28])=[O:29]>>[NH:8]1[CH2:9][CH2:10][N:11]([c:14]2[n:15][cH:16][n:17][c:18]([N:20]([CH3:21])[CH3:22])[n:19]2)[CH2:12][CH2:13]1. The reactants are N#Cc1ccc(-n2c(Br)cnc2SCC(=O)O)c2ccccc12, CCN=C=NCCCN(C)C, CCOC(=O)CN, ClCCl, Cl, Cl, On1nnc2cccnc21, Cc1cccc(C)n1. Yields the product CCOC(=O)CNC(=O)CSc1ncc(Br)n1-c1ccc(C#N)c2ccccc12. As a reaction SMILES: [Br:39][c:40]1[cH:41][n:42][c:43]([S:57][CH2:58][C:59](=[O:60])[OH:61])[n:44]1-[c:45]1[cH:46][cH:47][c:48]([C:55]#[N:56])[c:49]2[cH:50][cH:51][cH:52][cH:53][c:54]12.[CH2:10]([N:11]=[C:12]=[N:13][CH2:14][CH2:15][CH2:16][N:17]([CH3:18])[CH3:19])[CH3:20].[CH2:2]([CH3:3])[O:4][C:5]([CH2:6][NH2:7])=[O:8].[Cl:62][CH2:63][Cl:64].[ClH:1].[ClH:9].[OH:21][n:22]1[c:23]2[n:24][cH:25][cH:26][cH:27][c:28]2[n:29][n:30]1.[n:31]1[c:32]([CH3:33])[cH:34][cH:35][cH:36][c:37]1[CH3:38]>>[CH2:2]([CH3:3])[O:4][C:5]([CH2:6][NH:7][C:59]([CH2:58][S:57][c:43]1[n:42][cH:41][c:40]([Br:39])[n:44]1-[c:45]1[cH:46][cH:47][c:48]([C:55]#[N:56])[c:49]2[cH:50][cH:51][cH:52][cH:53][c:54]12)=[O:60])=[O:8]. Starting materials: CN1C(C2=C(OC3=C1C=CC=C3)C3=CC=CC=C3N2)=O (7-methyl-7H-indolo [3,2-b][1,5]benzoxazepin-6(5H)-one), [H-].[Na+] (sodium hydride), C1CCOC1 (THF), ClCCCN1CCCCC1 (3-chloropropylpiperidine). Solvent: Cl (HCl). Product: Cl.CN1C(C2=C(OC3=C1C=CC=C3)C3=CC=CC=C3N2CCCN2CCCCC2)=O (7-METHYL-5-(3-PIPERIDINOPROPYL)-7H-INDOLO[3,2-b][1,5]BENZOXAZEPIN-6(5H)-ONE HYDROCHLORIDE). As a reaction SMILES: [CH3:1][N:2]1[C:8]2[CH:9]=[CH:10][CH:11]=[CH:12][C:7]=2[O:6][C:5]2[C:13]3[C:18]([NH:19][C:4]=2[C:3]1=[O:20])=[CH:17][CH:16]=[CH:15][CH:14]=3.[H-].[Na+].C1COCC1.[Cl:28][CH2:29][CH2:30][CH2:31][N:32]1[CH2:37][CH2:36][CH2:35][CH2:34][CH2:33]1>Cl>[ClH:28].[CH3:1][N:2]1[C:8]2[CH:9]=[CH:10][CH:11]=[CH:12][C:7]=2[O:6][C:5]2[C:13]3[C:18]([N:19]([CH2:29][CH2:30][CH2:31][N:32]4[CH2:37][CH2:36][CH2:35][CH2:34][CH2:33]4)[C:4]=2[C:3]1=[O:20])=[CH:17][CH:16]=[CH:15][CH:14]=3 |f:1.2,6.7|. Reported procedure: A mixture of 1.8g of 7-methyl-7H-indolo [3,2-b][1,5]benzoxazepin-6(5H)-one, 0.42g of 57% sodium hydride-mineral oil dispersion and 10ml of THF was refluxed for 15 min. and then treated with 4.0g of 3-chloropropylpiperidine. The mixture was refluxed for 24 hrs., diluted with 2N HCl and extracted with ether. The aqueous layer was made basic with 5% NaOH and the oil extracted with ether. The ether phase was dried and treated with dry HCl to give a white solid. The solid was recrystallized from meth... Isolated yield 64.2%. As a reaction SMILES: [OH:1][C:2]1[NH:3][NH:4][C:5]2[CH:11]=[CH:10][CH:9]=[N:8][C:6]=2[N:7]=1.[C:12](Cl)(=[O:21])[CH:13]=[CH:14][C:15]1[CH:20]=[CH:19][CH:18]=[CH:17][CH:16]=1>C(#N)C>[OH:1][C:2]1[NH:3][N:4]([C:12](=[O:21])[CH:13]=[CH:14][C:15]2[CH:20]=[CH:19][CH:18]=[CH:17][CH:16]=2)[C:5]2[CH:11]=[CH:10][CH:9]=[N:8][C:6]=2[N:7]=1. The solvent is C(C)#N (acetonitrile). Product: OC=1NN(C2=C(N1)N=CC=C2)C(C=CC2=CC=CC=C2)=O (3-hydroxy-1-cinnamoyl-1,2-dihydro-pyrido[2,3-e]-as-triazine). Reported procedure: 7.5 g (0.05 moles) of 3-hydroxy-1,2-dihydro-pyrido[2,3-e]-as-triazine are reacted with 17 g (0.102 moles) of cinnamoyl chloride in 150 ml of acetonitrile as described in Example 6. 9.0 g (65%) of the title compound are obtained; m.p.: 221°-223° C. Reactants: OC=1NNC2=C(N1)N=CC=C2 (3-hydroxy-1,2-dihydro-pyrido[2,3-e]-as-triazine), C(C=CC1=CC=CC=C1)(=O)Cl (cinnamoyl chloride). Reactants: BrCC#N (bromoacetonitrile), COC=1C=C(C=CC1)C1CCNCC1 (4-(3-methoxyphenyl)piperidine), C(=O)([O-])[O-].[K+].[K+] (K2CO3). Solvent: CC#N (MeCN). Run at time 3 day. Yields the product COC=1C=C(C=CC1)C1CCN(CC1)CC#N ([4-(3-methoxyphenyl)-1-piperidinyl]acetonitrile). The yield is 96.9%. Reaction SMILES: Br[CH2:2][C:3]#[N:4].[CH3:5][O:6][C:7]1[CH:8]=[C:9]([CH:13]2[CH2:18][CH2:17][NH:16][CH2:15][CH2:14]2)[CH:10]=[CH:11][CH:12]=1.C([O-])([O-])=O.[K+].[K+]>CC#N>[CH3:5][O:6][C:7]1[CH:8]=[C:9]([CH:13]2[CH2:18][CH2:17][N:16]([CH2:2][C:3]#[N:4])[CH2:15][CH2:14]2)[CH:10]=[CH:11][CH:12]=1 |f:2.3.4|. Procedure: A mixture of bromoacetonitrile (0.70 mL, 10 mmol), 4-(3-methoxyphenyl)piperidine (1.74 g, 9.1 mmol) and K2CO3 (1.3 g) in MeCN was stirred at room temperature for 3 days. The reaction mixture was partitioned between CH2Cl2 and H2O, and the organic extract was dried (Na2SO4). The solvent was then removed in vacuo to afford [4-(3-methoxyphenyl)-1-piperidinyl]acetonitrile as an amber oil (2.03 g, 97%): MS (DCl) m/z 231 (MH+). Anal. Calcd. for C14H18N2O.0.5 H2O: C, 70.27; H, 8.00; N, 11.71. Found: C,... Starting materials: BrC(=CC1=C(C=CC(=C1CC)F)F)Br (2-(2,2-dibromo-vinyl)-3-ethyl-1,4-difluoro-benzene), C(CN)N (ethylenediamine). The product is C(C)C1=C(CC=2NCCN2)C(=CC=C1F)F (2-(2-Ethyl-3,6-difluoro-benzyl)-4,5-dihydro-1H-imidazole). As a reaction SMILES: Br[C:2](Br)=[CH:3][C:4]1[C:9]([CH2:10][CH3:11])=[C:8]([F:12])[CH:7]=[CH:6][C:5]=1[F:13].[CH2:15]([NH2:18])[CH2:16][NH2:17]>>[CH2:10]([C:9]1[C:8]([F:12])=[CH:7][CH:6]=[C:5]([F:13])[C:4]=1[CH2:3][C:2]1[NH:17][CH2:16][CH2:15][N:18]=1)[CH3:11]. Procedure: 2-(2-Ethyl-3,6-difluoro-benzyl)-4,5-dihydro-1H-imidazole was prepared from 2-(2,2-dibromo-vinyl)-3-ethyl-1,4-difluoro-benzene and ethylenediamine in analogy to Example 1e): yellow crystals; MS (ISP): 225.3 ([M+H]+, 100%).